Dataset: the Open Reaction Database (ORD), a public repository of structured organic reaction records. Task: describe an organic reaction: reactants, conditions, products, and yield Reactants: C(C)(C)(C)OC(=O)N1C(CNC2(CCCC2)C1)(C)C (8,8-dimethyl-6,9-diaza-spiro[4.5]decane-9-carboxylic acid tert-butyl ester), C1(CC1)C(CN)(C)N (2-cyclopropyl-propane-1,2-diamine), CC(C#N)(O)C (acetone cyanohydrin). The product is C(C)(C)(C)OC(=O)N1C(CNC(C1)(C)C)(C)C1CC1 (2-Cyclopropyl-2,5,5-trimethyl-piperazine-1-carboxylic acid tert-butyl ester). RXN SMILES: [C:1]([O:5][C:6]([N:8]1[CH2:17][C:12]2([CH2:16]CC[CH2:13]2)[NH:11][CH2:10][C:9]1([CH3:19])[CH3:18])=[O:7])([CH3:4])([CH3:3])[CH3:2].[CH:20]1(C(N)(C)CN)C[CH2:21]1.CC(C)(O)C#N>>[C:1]([O:5][C:6]([N:8]1[CH2:17][C:12]([CH3:13])([CH3:16])[NH:11][CH2:10][C:9]1([CH:18]1[CH2:21][CH2:20]1)[CH3:19])=[O:7])([CH3:2])([CH3:3])[CH3:4]. Procedure: 2-Cyclopropyl-2,5,5-trimethyl-piperazine-1-carboxylic acid tert-butyl ester was synthesized in analogy to 8,8-dimethyl-6,9-diaza-spiro[4.5]decane-9-carboxylic acid tert-butyl ester starting from 2-cyclopropyl-propane-1,2-diamine and acetone cyanohydrin. Reactants: C(C)(=O)C=1C(=C(C(=O)O)C=C(C1)Br)O (3-acetyl-5-bromo-2-hydroxybenzoic acid). Reagents/catalysts: [Pd] (Pd/C). The solvent is C(C)O (ethanol). Run at time 6 hour. Product: C(C)(=O)C=1C(=C(C(=O)O)C=CC1)O (3-acetyl-2-hydroxybenzoic acid). Yield: 81.8%. Reaction SMILES: [C:1]([C:4]1[C:5]([OH:14])=[C:6]([CH:10]=[C:11](Br)[CH:12]=1)[C:7]([OH:9])=[O:8])(=[O:3])[CH3:2]>C(O)C.[Pd]>[C:1]([C:4]1[C:5]([OH:14])=[C:6]([CH:10]=[CH:11][CH:12]=1)[C:7]([OH:9])=[O:8])(=[O:3])[CH3:2]. Reported procedure: 3-acetyl-5-bromo-2-hydroxybenzoic acid 31 (50 g, 0.19 mol) was dissolved in 250 mL ethanol. After addition of 5.0 g 10% Pd/C the reaction mixture was hydrogenated under 15 atm H2-pressure at room temperature for 6 h. The catalyst was filtered and the solvent was evaporated. The residue was poured into H2O and extracted with CH2Cl2. The combined organic phase was dried and the solvent was removed to give 32 (28 g, 85% yield) The reactants are [OH-].[Na+] (Sodium hydroxide), C(C)(=O)N/C=C/SC1=C(N2C([C@@H]([C@H]2C1)[C@@H](C)OC=O)=O)C(=O)OCC1=CC=C(C=C1)[N+](=O)[O-] (p-nitrobenzyl (5R,6S)-3-(E-2-acetamidoethenylthio)-6-[(R)-1-formyloxyethyl]-7-oxo-1-azabicyclo[3.2.0]hept-2-ene-2-carboxylate), C(C)OC(C)=O (Ethylacetate). The solvent is O1CCOCC1 (1,4-dioxan). Run at temperature 0 celsius, time 5 minute. Yields the product C(C)(=O)N/C=C/SC1=C(N2C([C@@H]([C@H]2C1)[C@@H](C)O)=O)C(=O)OCC1=CC=C(C=C1)[N+](=O)[O-] (p-nitrobenzyl (5R,6S)-3-(E-2-acetamidoethenylthio)-6-[(R)-1-hydroxyethyl]-7-oxo-1-azabicyclo [3.2.0]hept-2-ene-2-carboxylate). RXN SMILES: [C:1]([NH:4]/[CH:5]=[CH:6]/[S:7][C:8]1[CH2:14][C@H:13]2[N:10]([C:11](=[O:20])[C@@H:12]2[C@H:15]([O:17]C=O)[CH3:16])[C:9]=1[C:21]([O:23][CH2:24][C:25]1[CH:30]=[CH:29][C:28]([N+:31]([O-:33])=[O:32])=[CH:27][CH:26]=1)=[O:22])(=[O:3])[CH3:2].[OH-].[Na+].C(OC(=O)C)C>O1CCOCC1>[C:1]([NH:4]/[CH:5]=[CH:6]/[S:7][C:8]1[CH2:14][C@H:13]2[N:10]([C:11](=[O:20])[C@@H:12]2[C@H:15]([OH:17])[CH3:16])[C:9]=1[C:21]([O:23][CH2:24][C:25]1[CH:30]=[CH:29][C:28]([N+:31]([O-:33])=[O:32])=[CH:27][CH:26]=1)=[O:22])(=[O:3])[CH3:2] |f:1.2|. Procedure details: The formate ester (e4, 425 mg,0.89 mM) was dissolved in 20% aqueous 1,4-dioxan (80 ml) and cooled to 0° C. 0.1 N Sodium hydroxide solution (10.74 ml, 1.07 mM) was added and stirring continued for 5 minutes. Ethylacetate (150 ml) was then added and the organic solution washed with water, saturated sodium chloride solution and dried over anhydrous magnesium sulphate. After filtration, the solvent was removed to yield a pale yellow solid. This solid was chromatographed over silica gel (15 gm). Elut... Starting materials: ClC1=C(C=CC(=C1)OC)C(C(C(F)(F)F)(O)C=1C=CC(N(C1)C)=O)C (5-[2-(2-Chloro-4-methoxy-phenyl)-1-hydroxy-1-trifluoromethyl-propyl]-1-methyl-1H-pyridin-2-one), B(Br)(Br)Br (BBr3). Yields the product ClC1=C(C=CC(=C1)O)C(C(C(F)(F)F)(O)C=1C=CC(N(C1)C)=O)C (5-[2-(2-Chloro-4-hydroxy-phenyl)-1-hydroxy-1-trifluoromethyl-propyl]-1-methyl-1H-pyridin-2-one). As a reaction SMILES: [Cl:1][C:2]1[CH:7]=[C:6]([O:8]C)[CH:5]=[CH:4][C:3]=1[CH:10]([CH3:25])[C:11]([C:17]1[CH:18]=[CH:19][C:20](=[O:24])[N:21]([CH3:23])[CH:22]=1)([OH:16])[C:12]([F:15])([F:14])[F:13].B(Br)(Br)Br>>[Cl:1][C:2]1[CH:7]=[C:6]([OH:8])[CH:5]=[CH:4][C:3]=1[CH:10]([CH3:25])[C:11]([C:17]1[CH:18]=[CH:19][C:20](=[O:24])[N:21]([CH3:23])[CH:22]=1)([OH:16])[C:12]([F:14])([F:15])[F:13]. Reported procedure: In analogy to Example 183, 5-[2-(2-chloro-4-methoxy-phenyl)-1-hydroxy-1-trifluoromethyl-propyl]-1-methyl-1H-pyridin-2-one (Example 195) was reacted with BBr3 to give the title compound as a colorless solid. MS (m/e, ISP neg. ion)=360.0 [M+H+]. Reactants: O=C(Cl)c1ccccc1, ClC(Cl)Cl, ClCCl, O=c1[nH]c(=Cc2ccc(O)cn2)c(=O)[nH]c1=CCc1ccccc1. Yields the product O=C(Oc1ccc(C=c2[nH]c(=O)c(=CCc3ccccc3)[nH]c2=O)nc1)c1ccccc1. RXN SMILES: [C:25]([c:26]1[cH:27][cH:28][cH:29][cH:30][cH:31]1)(=[O:32])[Cl:33].[CH:34]([Cl:35])([Cl:36])[Cl:37].[Cl:38][CH2:39][Cl:40].[OH:1][c:2]1[cH:3][cH:4][c:5]([CH:8]=[c:9]2[c:10](=[O:24])[nH:11][c:12](=[CH:16][CH2:17][c:18]3[cH:19][cH:20][cH:21][cH:22][cH:23]3)[c:13](=[O:15])[nH:14]2)[n:6][cH:7]1>>[O:1]([c:2]1[cH:3][cH:4][c:5]([CH:8]=[c:9]2[c:10](=[O:24])[nH:11][c:12](=[CH:16][CH2:17][c:18]3[cH:19][cH:20][cH:21][cH:22][cH:23]3)[c:13](=[O:15])[nH:14]2)[n:6][cH:7]1)[C:25]([c:26]1[cH:27][cH:28][cH:29][cH:30][cH:31]1)=[O:32].